This data is from the Open Reaction Database (ORD), a public repository of structured organic reaction records. The task is: describe an organic reaction: reactants, conditions, products, and yield The reactants are CBr, CC#N, ClC(Cl)Cl, O=C(OC1CCN(CCCc2cccs2)C1)C(O)(c1cccs1)c1cccs1. Yields the product [Br-], C[N+]1(CCCc2cccs2)CCC(OC(=O)C(O)(c2cccs2)c2cccs2)C1. Reaction SMILES: [CH3:29][Br:30].[CH3:31][C:32]#[N:33].[Cl:34][CH:35]([Cl:36])[Cl:37].[s:1]1[c:2]([CH2:6][CH2:7][CH2:8][N:9]2[CH2:10][CH:11]([O:14][C:15]([C:16]([c:17]3[s:18][cH:19][cH:20][cH:21]3)([c:22]3[s:23][cH:24][cH:25][cH:26]3)[OH:27])=[O:28])[CH2:12][CH2:13]2)[cH:3][cH:4][cH:5]1>>[Br-:30].[s:1]1[c:2]([CH2:6][CH2:7][CH2:8][N+:9]2([CH3:29])[CH2:10][CH:11]([O:14][C:15]([C:16]([c:17]3[s:18][cH:19][cH:20][cH:21]3)([c:22]3[s:23][cH:24][cH:25][cH:26]3)[OH:27])=[O:28])[CH2:12][CH2:13]2)[cH:3][cH:4][cH:5]1.